describe an organic reaction: reactants, conditions, products, and yield From a dataset of the Open Reaction Database (ORD), a public repository of structured organic reaction records. Starting materials: N(=[N+]=[N-])[C@@H](CC(=O)O)CC1=C(C=C(C(=C1)F)F)F ((3R)-3-azido-4-(2,4,5-trifluorophenyl)-butyric acid), ( IV ), N1N=NC=C1 (triazol), ( VI ). Product: FC1=C(C=C(C(=C1)F)F)CCCC=O (4-(2,4,5-trifluorophenyl)-butan-1-one), ( V ). As a reaction SMILES: N([C@H:4]([CH2:9][C:10]1[CH:15]=[C:14]([F:16])[C:13]([F:17])=[CH:12][C:11]=1[F:18])[CH2:5][C:6](O)=[O:7])=[N+]=[N-].N1C=CN=N1>>[F:18][C:11]1[CH:12]=[C:13]([F:17])[C:14]([F:16])=[CH:15][C:10]=1[CH2:9][CH2:4][CH2:5][CH:6]=[O:7]. Reported procedure: In step (iv), (3R)-3-azido-4-(2,4,5-trifluorophenyl)-butyric acid of formula (IV) obtained in step (iii) is subjected to a condensation reaction with a triazol derivative of formula (VI) to obtain (3R)-3-azido-1-(3-trifluoromethyl)-5,6-dihydro-8H-[1,2,4]triazolo[4,3-a]pyrazin-7-yl)-4-(2,4,5-trifluorophenyl)-butan-1-one of formula (V). The reactants are FC1=C(C=CC=C1)C1(CN(CC1)C(C1=CC(=C(C(=C1)OC)OC)OC)=O)CCCS(=O)(=O)[O-] (2-[3-(2-fluoro-phenyl)-1-(3,4,5-trimethoxy-benzoyl)-pyrrolidin-3-yl]-ethyl-methanesulfonate), Cl.C1(=CC=CC=C1)C1(CCNCC1)C(=O)N (4-phenyl-piperidine-4-carboxylic acid amide hydrochloride). Product: FC1=C(C=CC=C1)C1(CN(CC1)C(C1=CC(=C(C(=C1)OC)OC)OC)=O)CCN1CCC(CC1)(C(=O)N)C1=CC=CC=C1 (1-[2-[3-(2-fluoro-phenyl)-1-(3,4,5-trimethoxy-benzoyl)-pyrrolidin-3-yl]-ethyl]-4-phenyl-piperidine-4-carboxylic acid amide). RXN SMILES: [F:1][C:2]1[CH:7]=[CH:6][CH:5]=[CH:4][C:3]=1[C:8]1([CH2:27][CH2:28]CS([O-])(=O)=O)[CH2:12][CH2:11][N:10]([C:13](=[O:26])[C:14]2[CH:19]=[C:18]([O:20][CH3:21])[C:17]([O:22][CH3:23])=[C:16]([O:24][CH3:25])[CH:15]=2)[CH2:9]1.Cl.[C:35]1([C:41]2([C:47]([NH2:49])=[O:48])[CH2:46][CH2:45][NH:44][CH2:43][CH2:42]2)[CH:40]=[CH:39][CH:38]=[CH:37][CH:36]=1>>[F:1][C:2]1[CH:7]=[CH:6][CH:5]=[CH:4][C:3]=1[C:8]1([CH2:27][CH2:28][N:44]2[CH2:43][CH2:42][C:41]([C:35]3[CH:36]=[CH:37][CH:38]=[CH:39][CH:40]=3)([C:47]([NH2:49])=[O:48])[CH2:46][CH2:45]2)[CH2:12][CH2:11][N:10]([C:13](=[O:26])[C:14]2[CH:19]=[C:18]([O:20][CH3:21])[C:17]([O:22][CH3:23])=[C:16]([O:24][CH3:25])[CH:15]=2)[CH2:9]1 |f:1.2|. Procedure: Prepare by the method of example 3.3 using 2-[3-(2-fluoro-phenyl)-1-(3,4,5-trimethoxy-benzoyl)-pyrrolidin-3-yl]-ethyl-methanesulfonate (8 mmol) and 4-phenyl-piperidine-4-carboxylic acid amide hydrochloride (12 mmol). Chromatograph on silica gel to give the title compound. RXN SMILES: [CH3:37][c:38]1[cH:39][cH:40][cH:41][cH:42][cH:43]1.[Cl:1][CH2:2][C:3](=[O:4])[NH:5][c:6]1[n:7][cH:8][cH:9][cH:10][c:11]1[NH:12][CH2:13][CH2:14][O:15][CH2:16][CH3:17].[Na+:31].[Na+:32].[O-:33][C:34](=[O:35])[O-:36].[c:18]1([CH2:24][N:25]2[CH2:26][CH2:27][NH:28][CH2:29][CH2:30]2)[cH:19][cH:20][cH:21][cH:22][cH:23]1>>[CH2:2]([C:3](=[O:4])[NH:5][c:6]1[n:7][cH:8][cH:9][cH:10][c:11]1[NH:12][CH2:13][CH2:14][O:15][CH2:16][CH3:17])[N:28]1[CH2:27][CH2:26][N:25]([CH2:24][c:18]2[cH:19][cH:20][cH:21][cH:22][cH:23]2)[CH2:30][CH2:29]1. Product: CCOCCNc1cccnc1NC(=O)CN1CCN(Cc2ccccc2)CC1. The reactants are Cc1ccccc1, CCOCCNc1cccnc1NC(=O)CCl, [Na+], [Na+], O=C([O-])[O-], c1ccc(CN2CCNCC2)cc1. The reactants are C1C(O1)CO (glycidol), C(C=C)(=O)OC (methyl acrylate). Solvent: CC(C)(C)OC (MTBE). The product is C1C(O1)CO.C(C=C)(=O)[O-] (Glycidol Acrylate). RXN SMILES: [CH2:1]1[O:3][CH:2]1[CH2:4][OH:5].[C:6]([O:10]C)(=[O:9])[CH:7]=[CH2:8]>CC(OC)(C)C>[CH2:1]1[O:3][CH:2]1[CH2:4][OH:5].[C:6]([O-:10])(=[O:9])[CH:7]=[CH2:8] |f:3.4|. Procedure details: In a screw-top glass container, in each case 5 mMol of glycidol (370 mg) were agitated with 10 or 50 mMol of methyl acrylate, 50 mg of Novozym® 435 (supported lipase from Candida antarctica B, from Novozymes, Denmark), 5.0 ml of MTBE (tert-butyl methyl ether) and, in some cases, 1.0 g of 5 Å molecular sieve at 20 or 40° C. for 24 h. Thereafter, the enzyme was filtered off and the excess of methyl acrylate was removed on a rotary evaporator. A colorless acrylate was obtained. Starting materials: BrC=1C=NC=C(C1)OC (3-bromo-5-methoxypyridine), [NH4+].[OH-] (NH4OH). Reagents/catalysts: [O-]S(=O)(=O)[O-].[Cu+2].O (CuSO4.H2O). The solvent is O (H2O). Reaction conditions: temperature 120 celsius. Yields the product COC=1C=C(C=NC1)N (5-methoxypyridin-3-amine). As a reaction SMILES: Br[C:2]1[CH:3]=[N:4][CH:5]=[C:6]([O:8][CH3:9])[CH:7]=1.[NH4+:10].[OH-]>O.[O-]S([O-])(=O)=O.[Cu+2].O>[CH3:9][O:8][C:6]1[CH:7]=[C:2]([NH2:10])[CH:3]=[N:4][CH:5]=1 |f:1.2,4.5.6|. Procedure details: A solution of 3-bromo-5-methoxypyridine (5.2 g, 27.5 mmol) and CuSO4.H2O (1.37 g, 5.5 mmol) in NH4OH (5 mL) was placed in a sealed tube and heated at 120° C. for 10 hours. The reaction mixture was then cooled to room temperature, diluted with H2O (40 mL), and extracted with EtOAc (3×30 mL). The combined organic layers were dried over Na2SO4, filtered and concentrated to afford the title compound that was used in the next step with no further purification. The reactants are [C@H]12C(C([C@H](CC1)C2)=O)=O ((1S,4R)-bicyclo[2.2.1]heptan-2,3-dione), COP(OC)(=O)CC(CC1(CC1)C)=O ([3-(1-methyl-cyclopropyl)-2-oxo-propyl]-phosphonic acid dim ethyl ester), O.NN (hydrazine monohydrate). The product is CC1(CC1)CC=1N=NC=2C3CCC(C2C1)C3 ((5RS,8SR)-3-[(1-methylcyclopropyl)methyl]-5,6,7,8-tetrahydro-5,8-methanocinnoline). As a reaction SMILES: [C@@H:1]12[CH2:7][C@@H:4]([CH2:5][CH2:6]1)[C:3](=O)[C:2]2=O.COP([CH2:16][C:17](=O)[CH2:18][C:19]1([CH3:22])[CH2:21][CH2:20]1)(=O)OC.O.[NH2:25][NH2:26]>>[CH3:22][C:19]1([CH2:18][C:17]2[N:25]=[N:26][C:2]3[CH:1]4[CH2:7][CH:4]([C:3]=3[CH:16]=2)[CH2:5][CH2:6]4)[CH2:21][CH2:20]1 |f:2.3|. Reported procedure: Light-yellow solid MS (ESI): 215.2 (MH+). Prepared from (1S,4R)-bicyclo[2.2.1]heptan-2,3-dione (M. Hanack et al, Justus Liebigs Annalen der Chemie; 1973; 1557), [3-(1-methyl-cyclopropyl)-2-oxo-propyl]-phosphonic acid dim ethyl ester, hydrazine monohydrate. Starting materials: COc1ccc(N(C(=O)CN2C=CN(c3ccccc3)C(=O)C(=COCCO[Si](C)(C)C)C2=O)C(C)C)cc1, O=C(O)C(F)(F)F. The product is COc1ccc(N(C(=O)CN2C=CN(c3ccccc3)C(=O)C(=CO)C2=O)C(C)C)cc1. Reaction SMILES: [O:1]=[C:2]1[N:3]([CH2:25][C:26](=[O:27])[N:28]([c:29]2[cH:30][cH:31][c:32]([O:35][CH3:36])[cH:33][cH:34]2)[CH:37]([CH3:38])[CH3:39])[CH:4]=[CH:5][N:6]([c:19]2[cH:20][cH:21][cH:22][cH:23][cH:24]2)[C:7](=[O:18])[C:8]1=[CH:9][O:10][CH2:11][CH2:12][O:13][Si:14]([CH3:15])([CH3:16])[CH3:17].[OH:40][C:41]([C:42]([F:43])([F:44])[F:45])=[O:46]>>[O:1]=[C:2]1[N:3]([CH2:25][C:26](=[O:27])[N:28]([c:29]2[cH:30][cH:31][c:32]([O:35][CH3:36])[cH:33][cH:34]2)[CH:37]([CH3:38])[CH3:39])[CH:4]=[CH:5][N:6]([c:19]2[cH:20][cH:21][cH:22][cH:23][cH:24]2)[C:7](=[O:18])[C:8]1=[CH:9][OH:10]. Starting materials: CCOC(=O)C=CC1C(O[Si](C)(C)C(C)(C)C)CCN1C(=O)OC(C)(C)C, CCOC(C)=O, ClCCl. The product is CC(C)(C)OC(=O)N1CCC(O[Si](C)(C)C(C)(C)C)C1C=CCO. As a reaction SMILES: [C:1]([CH3:2])([CH3:3])([CH3:4])[O:5][C:6](=[O:7])[N:8]1[CH:9]([CH:21]=[CH:22][C:23](=[O:24])[O:25][CH2:26][CH3:27])[CH:10]([O:13][Si:14]([CH3:15])([CH3:16])[C:17]([CH3:18])([CH3:19])[CH3:20])[CH2:11][CH2:12]1.[CH3:28][CH2:29][O:30][C:31]([CH3:32])=[O:33].[Cl:34][CH2:35][Cl:36]>>[C:1]([CH3:2])([CH3:3])([CH3:4])[O:5][C:6](=[O:7])[N:8]1[CH:9]([CH:21]=[CH:22][CH2:23][OH:24])[CH:10]([O:13][Si:14]([CH3:15])([CH3:16])[C:17]([CH3:18])([CH3:19])[CH3:20])[CH2:11][CH2:12]1. RXN SMILES: [C:60](=[O:61])([OH:62])[O-:63].[CH3:1][O:2][C:3](=[O:4])[C:5]1=[C:6]([NH2:40])[NH:7][C:8]([CH3:39])=[C:9]([N+:36](=[O:37])[O-:38])[CH:10]1[c:11]1[c:12]([S:17][CH2:18][CH2:19][CH2:20][CH2:21][N:22]2[CH2:23][CH2:24][N:25]([c:28]3[c:29]([O:34][CH3:35])[cH:30][cH:31][cH:32][cH:33]3)[CH2:26][CH2:27]2)[cH:13][cH:14][cH:15][cH:16]1.[Cl:49][c:50]1[cH:51][cH:52][cH:53][c:54]([C:55]([O:56][OH:57])=[O:58])[cH:59]1.[Cl:65][CH2:66][Cl:67].[Na+:64].[OH:41][S:42]([C:43]([F:44])([F:45])[F:46])(=[O:47])=[O:48]>>[CH3:1][O:2][C:3](=[O:4])[C:5]1=[C:6]([NH2:40])[NH:7][C:8]([CH3:39])=[C:9]([N+:36](=[O:37])[O-:38])[CH:10]1[c:11]1[c:12]([S:17]([CH2:18][CH2:19][CH2:20][CH2:21][N:22]2[CH2:23][CH2:24][N:25]([c:28]3[c:29]([O:34][CH3:35])[cH:30][cH:31][cH:32][cH:33]3)[CH2:26][CH2:27]2)=[O:41])[cH:13][cH:14][cH:15][cH:16]1. The product is COC(=O)C1=C(N)NC(C)=C([N+](=O)[O-])C1c1ccccc1S(=O)CCCCN1CCN(c2ccccc2OC)CC1. Reactants: O=C([O-])O, COC(=O)C1=C(N)NC(C)=C([N+](=O)[O-])C1c1ccccc1SCCCCN1CCN(c2ccccc2OC)CC1, O=C(OO)c1cccc(Cl)c1, ClCCl, [Na+], O=S(=O)(O)C(F)(F)F. Reactants: C([O-])([O-])=O.[Na+].[Na+] (sodium carbonate), C(C)OC(=O)[C@@H]1N(CC=C(C1)C)C([C@@H](NS(=O)(=O)C1=CC=C2CCN(CC2=C1)C(C(F)(F)F)=O)CC1=CC(=CC=C1)C#N)=O (4-methyl-1-[N-(2-trifluoroacetyl-1,2,3,4-tetrahydroisoquinoline-7-sulphonyl)-3-cyano-(S)-phenylalanyl]-1,2,3,6-tetrahydropyridine-2(R)-carboxylic acid ethyl ester). Run in O (water), C(C)O (ethanol). Run at time 20 hour. The product is C(C)OC(=O)[C@@H]1N(CC=C(C1)C)C([C@@H](NS(=O)(=O)C1=CC=C2CCNCC2=C1)CC1=CC(=CC=C1)C#N)=O (4-Methyl-1-[N-(1,2,3,4-tetrahydroisoquinoline-7-sulphonyl)-3-cyano-(S)-phenylalanyl]-1,2,3,6-tetrahydropyridine-2(R)-carboxylic acid ethyl ester). The yield is 79.9%. As a reaction SMILES: C(=O)([O-])[O-].[Na+].[Na+].[CH2:7]([O:9][C:10]([C@H:12]1[CH2:17][C:16]([CH3:18])=[CH:15][CH2:14][N:13]1[C:19](=[O:50])[C@H:20]([CH2:41][C:42]1[CH:47]=[CH:46][CH:45]=[C:44]([C:48]#[N:49])[CH:43]=1)[NH:21][S:22]([C:25]1[CH:34]=[C:33]2[C:28]([CH2:29][CH2:30][N:31](C(=O)C(F)(F)F)[CH2:32]2)=[CH:27][CH:26]=1)(=[O:24])=[O:23])=[O:11])[CH3:8]>O.C(O)C>[CH2:7]([O:9][C:10]([C@H:12]1[CH2:17][C:16]([CH3:18])=[CH:15][CH2:14][N:13]1[C:19](=[O:50])[C@H:20]([CH2:41][C:42]1[CH:47]=[CH:46][CH:45]=[C:44]([C:48]#[N:49])[CH:43]=1)[NH:21][S:22]([C:25]1[CH:34]=[C:33]2[C:28]([CH2:29][CH2:30][NH:31][CH2:32]2)=[CH:27][CH:26]=1)(=[O:24])=[O:23])=[O:11])[CH3:8] |f:0.1.2|. Procedure: A solution of sodium carbonate (2.83 g, 26.7 mmol) in water (20 ml) was added to a stirred solution of 4-methyl-1-[N-(2-trifluoroacetyl-1,2,3,4-tetrahydroisoquinoline-7-sulphonyl)-3-cyano-(S)-phenylalanyl]-1,2,3,6-tetrahydropyridine-2(R)-carboxylic acid ethyl ester (Preparation 36; 3.38 g, 5.34 mmol) in ethanol (20 ml) and the resulting suspension stirred for 20 hours. The bulk of the ethanol was removed under reduced pressure, the residual mixture diluted with water and extraction with ethyl ac...